This data is from the Open Reaction Database (ORD), a public repository of structured organic reaction records. The task is: describe an organic reaction: reactants, conditions, products, and yield Reactants: C1(CC1)C1=CC(=NN1)NC1=NC(=C(C#N)C=C1F)N[C@@H](C)C1=CC=C(C=C1)F ((S)-6-(5-Cyclopropyl-1H-pyrazol-3-ylamino)-5-fluoro-2-(1-(4-fluorophenyl)ethylamino)nicotinonitrile), NC(C)C=1C=CC(=C(C1)NS(=O)(=O)C)F (N-[5-(1-aminoethyl)-2-fluorophenyl]methanesulfonamide), CCN(C(C)C)C(C)C (DIEA). Run in C(CCC)O (n-butanol). Run at temperature 150 celsius. Yields the product C(#N)C=1C(=NC(=C(C1)F)NC1=NNC(=C1)C1CC1)N[C@H](C)C=1C=CC(=C(C1)NS(=O)(=O)C)F (N-{5-[(1R)-1-({3-cyano-6-[(5-cyclopropyl-1H-pyrazol-3-yl)amino]-5-fluoropyridin-2-yl}amino)ethyl]-2-fluorophenyl}methanesulfonamide). The yield is 20.2%. As a reaction SMILES: [CH:1]1([C:4]2[NH:8][N:7]=[C:6]([NH:9][C:10]3[C:17]([F:18])=[CH:16][C:13]([C:14]#[N:15])=[C:12]([NH:19][C@H:20]([C:22]4[CH:27]=[CH:26][C:25]([F:28])=[CH:24][CH:23]=4)[CH3:21])[N:11]=3)[CH:5]=2)[CH2:3][CH2:2]1.NC(C1C=CC(F)=C([NH:38][S:39]([CH3:42])(=[O:41])=[O:40])C=1)C.CCN(C(C)C)C(C)C>C(O)CCC>[C:14]([C:13]1[C:12]([NH:19][C@@H:20]([C:22]2[CH:27]=[CH:26][C:25]([F:28])=[C:24]([NH:38][S:39]([CH3:42])(=[O:41])=[O:40])[CH:23]=2)[CH3:21])=[N:11][C:10]([NH:9][C:6]2[CH:5]=[C:4]([CH:1]3[CH2:3][CH2:2]3)[NH:8][N:7]=2)=[C:17]([F:18])[CH:16]=1)#[N:15]. Procedure: To a 10-ml microwave vessel was added, 2-chloro-6-[(5-cyclopropyl-1H-pyrazol-3-yl)amino]-5-fluoronicotinonitrile (Method 1, 600 mg, 2.3 mmol), N-[5-(1-aminoethyl)-2-fluorophenyl]methanesulfonamide (Method 61, 500 mg, 2.3 mmol), DIEA (0.5 ml, 2.76 mmol), and n-butanol (5 ml). The vessel was sealed and subjected to microwave heating at 150° C. for 5 hours (CEM Discover System). The resulting mixture was then purified by silica gel chromatography using 5% MeOH/DCM. The racemic product obtained was ... Reactants: CC(C)(C)OC(=O)N1CCN(c2ccc(Br)cn2)CC1, Cc1ccccc1, CCO, [Na+], [Na+], O=C([O-])[O-], OB(O)c1ccccc1, c1ccc(P(c2ccccc2)(c2ccccc2)[Pd](P(c2ccccc2)(c2ccccc2)c2ccccc2)(P(c2ccccc2)(c2ccccc2)c2ccccc2)P(c2ccccc2)(c2ccccc2)c2ccccc2)cc1. The product is CC(C)(C)OC(=O)N1CCN(c2ccc(-c3ccccc3)cn2)CC1. As a reaction SMILES: [Br:1][c:2]1[cH:3][cH:4][c:5]([N:8]2[CH2:9][CH2:10][N:11]([C:14](=[O:15])[O:16][C:17]([CH3:18])([CH3:19])[CH3:20])[CH2:12][CH2:13]2)[n:6][cH:7]1.[CH3:116][c:117]1[cH:118][cH:119][cH:120][cH:121][cH:122]1.[CH3:30][CH2:31][OH:32].[Na+:33].[Na+:34].[O-:35][C:36](=[O:37])[O-:38].[OH:21][B:22]([OH:23])[c:24]1[cH:25][cH:26][cH:27][cH:28][cH:29]1.[cH:39]1[cH:40][cH:41][c:42]([P:43]([Pd:44]([P:45]([c:46]2[cH:47][cH:48][cH:49][cH:50][cH:51]2)([c:52]2[cH:53][cH:54][cH:55][cH:56][cH:57]2)[c:58]2[cH:59][cH:60][cH:61][cH:62][cH:63]2)([P:64]([c:65]2[cH:66][cH:67][cH:68][cH:69][cH:70]2)([c:71]2[cH:72][cH:73][cH:74][cH:75][cH:76]2)[c:77]2[cH:78][cH:79][cH:80][cH:81][cH:82]2)[P:83]([c:84]2[cH:85][cH:86][cH:87][cH:88][cH:89]2)([c:90]2[cH:91][cH:92][cH:93][cH:94][cH:95]2)[c:96]2[cH:97][cH:98][cH:99][cH:100][cH:101]2)([c:102]2[cH:103][cH:104][cH:105][cH:106][cH:107]2)[c:108]2[cH:109][cH:110][cH:111][cH:112][cH:113]2)[cH:114][cH:115]1>>[c:2]1(-[c:24]2[cH:25][cH:26][cH:27][cH:28][cH:29]2)[cH:3][cH:4][c:5]([N:8]2[CH2:9][CH2:10][N:11]([C:14](=[O:15])[O:16][C:17]([CH3:18])([CH3:19])[CH3:20])[CH2:12][CH2:13]2)[n:6][cH:7]1. Starting materials: C(Cl)(Cl)Cl.CCCCCC (chloroform hexane), C1=C(C=CC=2C(C3=C(C=CC21)C=CC=C3)=O)CC(=O)N (2-(5H-dibenzo[a,d]cyclohepten-5-on-2-yl)acetamide), CC(=O)C.CCCCCC (acetone hexane). The product is C1=C(C=CC=2C(C3=C(C=CC21)C=CC=C3)=O)CC(=O)O (2-(5H-dibenzo[a,d]cyclohepten-5-on-2-yl)acetic acid). As a reaction SMILES: C(Cl)(Cl)Cl.CCCCCC.[CH:11]1[C:21]2[CH:20]=[CH:19][C:18]3[CH:22]=[CH:23][CH:24]=[CH:25][C:17]=3[C:16](=[O:26])[C:15]=2[CH:14]=[CH:13][C:12]=1[CH2:27][C:28](N)=[O:29].CC(C)=[O:33].CCCCCC>>[CH:11]1[C:21]2[CH:20]=[CH:19][C:18]3[CH:22]=[CH:23][CH:24]=[CH:25][C:17]=3[C:16](=[O:26])[C:15]=2[CH:14]=[CH:13][C:12]=1[CH2:27][C:28]([OH:29])=[O:33] |f:0.1,3.4|. Procedure details: 3.0 Gm. of 2-(5H-dibenzo[a,d]cyclohepten-5-on-2-yl)propionamide is refluxed in a mixture of 20 ml. of acetic acid and 30 ml. of concentrated hydrochloric acid for 3 hours. The solution is cooled and poured into water. The mixture is extracted with ethyl acetate and the extract is washed, dried and evaporated to yield 90% of 2-(5H-dibenzo[a,d]cyclohepten-5-on-2-yl)propionic acid., m.p. (chloroform-hexane) 138°-139° C.; m.p. (acetone-hexane) 113°-115° C. Use of 2-(5H-dibenzo[a,d]cyclohepten-5-on-2...